Dataset: the Open Reaction Database (ORD), a public repository of structured organic reaction records. Task: describe an organic reaction: reactants, conditions, products, and yield The reactants are Nc1nc(C(Cl)(Cl)Cl)ns1, Cc1cccc(C(=O)Cl)c1, Cc1ccccc1C. RXN SMILES: [NH2:1][c:2]1[n:3][c:4]([C:7]([Cl:8])([Cl:9])[Cl:10])[n:5][s:6]1.[c:11]1([CH3:20])[cH:12][c:13]([C:17](=[O:18])[Cl:19])[cH:14][cH:15][cH:16]1.[c:21]1([CH3:22])[c:23]([CH3:24])[cH:25][cH:26][cH:27][cH:28]1>>[NH:1]([c:2]1[n:3][c:4]([C:7]([Cl:8])([Cl:9])[Cl:10])[n:5][s:6]1)[C:17]([c:13]1[cH:12][c:11]([CH3:20])[cH:16][cH:15][cH:14]1)=[O:18]. Yields the product Cc1cccc(C(=O)Nc2nc(C(Cl)(Cl)Cl)ns2)c1. Starting materials: CCOC(=O)C1(c2ccc(B3OC(C)(C)C(C)(C)O3)cc2)CC1, Cc1noc(-c2ccc(Br)cc2)c1NC(=O)OC(C)c1ccccc1C(F)(F)F. Product: CCOC(=O)C1(c2ccc(-c3ccc(-c4onc(C)c4NC(=O)OC(C)c4ccccc4C(F)(F)F)cc3)cc2)CC1. Reaction SMILES: [CH2:30]([CH3:31])[O:32][C:33](=[O:34])[C:35]1([c:38]2[cH:39][cH:40][c:41]([B:44]3[O:45][C:46]([CH3:47])([CH3:48])[C:49]([CH3:50])([CH3:51])[O:52]3)[cH:42][cH:43]2)[CH2:36][CH2:37]1.[F:1][C:2]([c:3]1[c:4]([CH:9]([CH3:10])[O:11][C:12]([NH:13][c:14]2[c:15]([CH3:26])[n:16][o:17][c:18]2-[c:19]2[cH:20][cH:21][c:22]([Br:25])[cH:23][cH:24]2)=[O:27])[cH:5][cH:6][cH:7][cH:8]1)([F:28])[F:29]>>[F:1][C:2]([c:3]1[c:4]([CH:9]([CH3:10])[O:11][C:12]([NH:13][c:14]2[c:15]([CH3:26])[n:16][o:17][c:18]2-[c:19]2[cH:20][cH:21][c:22](-[c:41]3[cH:40][cH:39][c:38]([C:35]4([C:33]([O:32][CH2:30][CH3:31])=[O:34])[CH2:36][CH2:37]4)[cH:43][cH:42]3)[cH:23][cH:24]2)=[O:27])[cH:5][cH:6][cH:7][cH:8]1)([F:28])[F:29]. The reactants are tetrabutylammonium salt, NC1=CC(=C(C(=O)NCCN(CC)CC)C=C1Cl)O (4-amino-5-chloro-N-[2-(diethylamino)ethyl]-2-hydroxybenzamide), BrCCOC(C)=O (2-bromoethylacetate). The solvent is C(C)#N (acetonitrile). The product is C(C)(=O)OCCOC1=C(C(=O)NCCN(CC)CC)C=C(C(=C1)N)Cl (2-(2-Acetoxyethoxy)-4-amino-5-chloro-N-[2-(diethylamino)ethyl]-benzamide). Isolated yield 85.5%. Reaction SMILES: [NH2:1][C:2]1[C:17]([Cl:18])=[CH:16][C:5]([C:6]([NH:8][CH2:9][CH2:10][N:11]([CH2:14][CH3:15])[CH2:12][CH3:13])=[O:7])=[C:4]([OH:19])[CH:3]=1.Br[CH2:21][CH2:22][O:23][C:24](=[O:26])[CH3:25]>C(#N)C>[C:24]([O:23][CH2:22][CH2:21][O:19][C:4]1[CH:3]=[C:2]([NH2:1])[C:17]([Cl:18])=[CH:16][C:5]=1[C:6]([NH:8][CH2:9][CH2:10][N:11]([CH2:12][CH3:13])[CH2:14][CH3:15])=[O:7])(=[O:26])[CH3:25]. Reported procedure: A solution of the tetrabutylammonium salt of 4-amino-5-chloro-N-[2-(diethylamino)ethyl]-2-hydroxybenzamide (5.27 g, 10 mmoles) (prepared in Preparation No. 3) in acetonitrile (100 ml) and 2-bromoethylacetate (2 g, 12 mmoles) was stirred for 48 hours. The solvent was evaporated and the residue partitioned between ethyl acetate and water. The organic layer was washed with ice-cold 0.4N sodium hydroxide solution, water, dried and the solvent evaporated. The residue was chromatographed over deactiva... The reactants are CCCC[N+](CCCC)(CCCC)CCCC, CC#N, O=C(NC1CN(S(=O)(=O)O)C1=O)OCc1ccccc1, Oc1cccc2ccc[nH+]c12, Cc1ccc(S(=O)(=O)[O-])cc1. The product is O=C(NC1CNC1=O)OCc1ccccc1. RXN SMILES: [CH3:21][CH2:22][CH2:23][CH2:24][N+:25]([CH2:26][CH2:27][CH2:28][CH3:29])([CH2:30][CH2:31][CH2:32][CH3:33])[CH2:34][CH2:35][CH2:36][CH3:37].[CH3:60][C:61]#[N:62].[O:1]=[C:2]1[N:3]([S:17]([OH:18])(=[O:19])=[O:20])[CH2:4][CH:5]1[NH:6][C:7](=[O:8])[O:9][CH2:10][c:11]1[cH:12][cH:13][cH:14][cH:15][cH:16]1.[OH:49][c:50]1[cH:51][cH:52][cH:53][c:54]2[c:55]1[nH+:56][cH:57][cH:58][cH:59]2.[c:38]1([CH3:39])[cH:40][cH:41][c:42]([S:43]([O-:44])(=[O:45])=[O:46])[cH:47][cH:48]1>>[O:1]=[C:2]1[NH:3][CH2:4][CH:5]1[NH:6][C:7](=[O:8])[O:9][CH2:10][c:11]1[cH:12][cH:13][cH:14][cH:15][cH:16]1. Reactants: ClC=1C=CC2=C(C(NC3=C(N2C(=O)Cl)N=CC=C3)=O)C1 (8-chloro-11-(chlorocarbonyl)-5,11-dihydro-6H-pyrido[2,3-b][1,4]benzodiazepin-6-one), C(C)N(CC)CC1N(CCCC1)CCN (2-[2-[(diethylamino)methy]-piperidin-1-yl]ethanamine). The solvent is ClCCCl (1,2-dichloroethane). Run at time 2 hour. Product: ClC=1C=CC2=C(C(NC3=C(N2C(=O)NCCN2C(CCCC2)CN(CC)CC)N=CC=C3)=O)C1 (8-Chloro-11-[[[2-[2-[(diethylamino)methyl]-piperidin-1-yl]ethyl]amino]carbonyl]-5,11-dihydro-6H-pyrido[2,3-b][1,4]benzodiazepin-6-one). Reaction SMILES: [Cl:1][C:2]1[CH:3]=[CH:4][C:5]2[N:11]([C:12](Cl)=[O:13])[C:10]3[N:15]=[CH:16][CH:17]=[CH:18][C:9]=3[NH:8][C:7](=[O:19])[C:6]=2[CH:20]=1.[CH2:21]([N:23]([CH2:26][CH:27]1[CH2:32][CH2:31][CH2:30][CH2:29][N:28]1[CH2:33][CH2:34][NH2:35])[CH2:24][CH3:25])[CH3:22]>ClCCCl>[Cl:1][C:2]1[CH:3]=[CH:4][C:5]2[N:11]([C:12]([NH:35][CH2:34][CH2:33][N:28]3[CH2:29][CH2:30][CH2:31][CH2:32][CH:27]3[CH2:26][N:23]([CH2:21][CH3:22])[CH2:24][CH3:25])=[O:13])[C:10]3[N:15]=[CH:16][CH:17]=[CH:18][C:9]=3[NH:8][C:7](=[O:19])[C:6]=2[CH:20]=1. Procedure: A mixture of 3.1 g (0.01 mol) of 8-chloro-11-(chlorocarbonyl)-5,11-dihydro-6H-pyrido[2,3-b][1,4]benzodiazepin-6-one, 2.6 g (0.0122 mol) of 2-[2-[(diethylamino)methy]-piperidin-1-yl]ethanamine and 310 ml of 1,2-dichloroethane was stirred for 21/2 hours at ambient temperature, then extracted exhaustively with dilute hydrochloric acid. The combined aqueous extracts were made alkaline with saturated aqueous potassium carbonate solution and extracted exhaustively with dichloromethane. The dichloromet...